Dataset: the Open Reaction Database (ORD), a public repository of structured organic reaction records. Task: describe an organic reaction: reactants, conditions, products, and yield Reactants: NC1[C@@H]2N(C(=C(CS2)C=2SC(=NN2)C)C(=O)OC(C2=CC=CC=C2)C2=CC=CC=C2)C1=O (benzhydryl 7-amino-3-(5-methyl-1,3,4-thiadiazol-2-yl)-3-cephem-4-carboxylate), FC(C(=O)[O-])(F)F (trifluoroacetate). RXN SMILES: [NH2:1][CH:2]1[C:31](=[O:32])[N:4]2[C:5]([C:15]([O:17]C(C3C=CC=CC=3)C3C=CC=CC=3)=[O:16])=[C:6]([C:9]3[S:10][C:11]([CH3:14])=[N:12][N:13]=3)[CH2:7][S:8][C@H:3]12.FC(F)(F)C([O-])=O>C1(OC)C=CC=CC=1>[NH2:1][CH:2]1[C:31](=[O:32])[N:4]2[C:5]([C:15]([OH:17])=[O:16])=[C:6]([C:9]3[S:10][C:11]([CH3:14])=[N:12][N:13]=3)[CH2:7][S:8][C@H:3]12. Isolated yield 73.8%. Run in C1(=CC=CC=C1)OC (anisole). The product is NC1[C@@H]2N(C(=C(CS2)C=2SC(=NN2)C)C(=O)O)C1=O (7-amino-3-(5-methyl-1,3,4-thiadiazol-2-yl)-3-cephem-4-carboxylic acid). Reported procedure: To a suspension of 0.443 g of the 7-amino-3-thiadiazole benzyhydryl ester obtained in Example 78 in 2 ml of anisole is added 3 ml of trifluoroacetate acid under stirring and ice-cooling. After 30 minutes, the solvent is distilled off under reduced pressure. The residue is dissolved in 10% hydrochloric acid and the solution is neutralized with a saturated aqueous solution of sodium bicarbonate. The formed precipitates are filtered, and washed with water, acetone and then ether to give 0.21 g of 7... Reaction conditions: time 30 minute. The reactants are ClC1=CC=2C3=C(NC2C=C1)CCN(C3)C (8-Chloro-2-methyl-2,3,4,5-tetrahydro-1H-pyrido[4,3-b]indole), [OH-].[K+] (potassium hydroxide), C(C)C1=NC=C(C=C1)C=C (2-Ethyl-5-vinyl-pyridine). Solvent: O (water), CN1C(CCC1)=O (N-methyl 2-pyrolidone). Reaction conditions: time 10 minute. Product: ClC1=CC=2C3=C(N(C2C=C1)CCC=1C=NC(=CC1)CC)CCN(C3)C (8-Chloro-5-[2-(6-ethyl-pyridin-3-yl)-ethyl]-2-methyl-2,3,4,5-tetrahydro-1H-pyrido[4,3-b]indole). Yield: 10.4%. Reaction SMILES: [Cl:1][C:2]1[CH:10]=[CH:9][C:8]2[NH:7][C:6]3[CH2:11][CH2:12][N:13]([CH3:15])[CH2:14][C:5]=3[C:4]=2[CH:3]=1.[OH-].[K+].[CH2:18]([C:20]1[CH:25]=[CH:24][C:23]([CH:26]=[CH2:27])=[CH:22][N:21]=1)[CH3:19]>CN1CCCC1=O.O>[Cl:1][C:2]1[CH:10]=[CH:9][C:8]2[N:7]([CH2:27][CH2:26][C:23]3[CH:22]=[N:21][C:20]([CH2:18][CH3:19])=[CH:25][CH:24]=3)[C:6]3[CH2:11][CH2:12][N:13]([CH3:15])[CH2:14][C:5]=3[C:4]=2[CH:3]=1 |f:1.2|. Reported procedure: To a solution of 8-Chloro-2-methyl-2,3,4,5-tetrahydro-1H-pyrido[4,3-b]indole (0.15 g, 0.68 mmol) in N-methyl 2-pyrolidone (1.0 mL) was added powdered potassium hydroxide (0.4 g, 6.8 mmol) and allowed to stir for 10 min at RT. 2-Ethyl-5-vinyl-pyridine (0.28 g, 2.04 mmol) was added and stirred for further at 100 deg C. for 18 h. After completion (TLC), reaction mixture was diluted with water (15 mL) and extracted with ethyl acetate (3×100 mL). The organic layer was dried over anhydrous sodium sulp...